Dataset: the Open Reaction Database (ORD), a public repository of structured organic reaction records. Task: describe an organic reaction: reactants, conditions, products, and yield Reaction SMILES: [Cl:1][C:2]1[CH:7]=[C:6]([Cl:8])[CH:5]=[CH:4][C:3]=1[C:9]1[N:14]2[N:15]=[C:16]([CH3:23])[C:17](C(OCC)=O)=[C:13]2[CH:12]=[CH:11][C:10]=1[CH3:24].[OH-].[Na+].C([O-])(O)=O.[Na+]>OS(O)(=O)=O>[Cl:1][C:2]1[CH:7]=[C:6]([Cl:8])[CH:5]=[CH:4][C:3]=1[C:9]1[N:14]2[N:15]=[C:16]([CH3:23])[CH:17]=[C:13]2[CH:12]=[CH:11][C:10]=1[CH3:24] |f:1.2,3.4|. Product: ClC1=C(C=CC(=C1)Cl)C1=C(C=CC=2N1N=C(C2)C)C (7-(2,4-dichlorophenyl)-2,6-dimethylpyrazolo[1,5-a]pyridine). Reaction conditions: temperature 150 celsius. Solvent: OS(=O)(=O)O (H2SO4). The reactants are [OH-].[Na+] (NaOH), C(=O)(O)[O-].[Na+] (NaHCO3), ClC1=C(C=CC(=C1)Cl)C1=C(C=CC=2N1N=C(C2C(=O)OCC)C)C (Ethyl 7-(2,4-dichlorophenyl)-2,6-dimethylpyrazolo[1,5-a]pyridine-3-carboxylate). Procedure: Ethyl 7-(2,4-dichlorophenyl)-2,6-dimethylpyrazolo[1,5-a]pyridine-3-carboxylate (930 mg, 2.56 mmol) was treated with 50% H2SO4 (10 mL) and heated to 150° C. for 2.5 hours. The reaction was cooled in an ice bath and treated with 4N NaOH (19 mL) and NaHCO3 (4.80 g). The reactants are CCN(CC)CCCBr, O=C([O-])[O-], CN(C)C=O, CC(CCn1nc(N)c2ccccc21)N(C)C, [K+], [K+], O. Yields the product CCN(CC)CCCNc1nn(CCC(C)N(C)C)c2ccccc12. RXN SMILES: [Br:23][CH2:24][CH2:25][CH2:26][N:27]([CH2:28][CH3:29])[CH2:30][CH3:31].[C:32](=[O:33])([O-:34])[O-:35].[CH3:1][N:2]([CH3:3])[CH:4]=[O:5].[CH3:6][N:7]([CH:8]([CH2:9][CH2:10][n:11]1[n:12][c:13]([NH2:20])[c:14]2[cH:15][cH:16][cH:17][cH:18][c:19]12)[CH3:21])[CH3:22].[K+:36].[K+:37].[OH2:38]>>[CH3:6][N:7]([CH:8]([CH2:9][CH2:10][n:11]1[n:12][c:13]([NH:20][CH2:24][CH2:25][CH2:26][N:27]([CH2:28][CH3:29])[CH2:30][CH3:31])[c:14]2[cH:15][cH:16][cH:17][cH:18][c:19]12)[CH3:21])[CH3:22]. The reactants are C=CCCC(=O)OCC, B1C2CCCC1CCC2, Nc1cc(Cl)nc(N)n1, [K+], [K+], O=C([O-])[O-], CC(=O)[O-], CC(=O)[O-], CN(C)C=O, [Pd+2]. Product: CCOC(=O)CCCCc1cc(N)nc(N)n1. Reaction SMILES: [C:1]([CH2:2][CH2:3][CH:4]=[CH2:5])(=[O:6])[O:7][CH2:8][CH3:9].[CH:10]12[CH2:11][CH2:12][CH2:13][CH:14]([BH:15]1)[CH2:16][CH2:17][CH2:18]2.[Cl:19][c:20]1[cH:21][c:22]([NH2:27])[n:23][c:24]([NH2:26])[n:25]1.[K+:28].[K+:29].[O-:30][C:31]([O-:32])=[O:33].[O-:35][C:36]([CH3:37])=[O:38].[O-:39][C:40]([CH3:41])=[O:42].[O:43]=[CH:44][N:45]([CH3:46])[CH3:47].[Pd+2:34]>>[C:1]([CH2:2][CH2:3][CH2:4][CH2:5][c:20]1[cH:21][c:22]([NH2:27])[n:23][c:24]([NH2:26])[n:25]1)(=[O:6])[O:7][CH2:8][CH3:9]. Reactants: C(C)(C)(C)OC(=O)N1CC(C(CC1)=O)=CN(C)C (tert-butyl-3-[(dimethylamino)methylene]-4-oxopiperidine-1-carboxylate), NN (hydrazine). Run in CCO (EtOH). Yields the product N1N=CC=2CN(CCC21)C(=O)OC(C)(C)C (tert-butyl 1,4,6,7-tetrahydro-5H-pyrazolo[4,3-c]pyridine-5-carboxylate). As a reaction SMILES: [C:1]([O:5][C:6]([N:8]1[CH2:13][CH2:12][C:11](=O)[C:10](=[CH:15][N:16](C)C)[CH2:9]1)=[O:7])([CH3:4])([CH3:3])[CH3:2].[NH2:19]N>CCO>[NH:19]1[C:11]2[CH2:12][CH2:13][N:8]([C:6]([O:5][C:1]([CH3:4])([CH3:3])[CH3:2])=[O:7])[CH2:9][C:10]=2[CH:15]=[N:16]1. Reported procedure: To a solution of tert-butyl-3-[(dimethylamino)methylene]-4-oxopiperidine-1-carboxylate (63.6 g, 250 mmol) in EtOH (200 mL) is added hydrazine (9.6 mL, 305 mmol) and the mixture is heated at reflux for 2 hr. Solvent is evaporated in vacuo and residue is purified by flash column with 5% MeOH in DCM to give the title compound as a white solid. MS (M+1): 224.1.